From a dataset of the Open Reaction Database (ORD), a public repository of structured organic reaction records. describe an organic reaction: reactants, conditions, products, and yield Starting materials: COc1ncccc1-c1c(Br)c2cc(C(=O)NCCCN3CCOCC3)ccc2n1C(=O)OC(C)(C)C, O=C([O-])[O-], [Cs+], [Cs+], C1COCCO1, O, OB(O)c1ccccc1, c1ccc(P(c2ccccc2)(c2ccccc2)[Pd](P(c2ccccc2)(c2ccccc2)c2ccccc2)(P(c2ccccc2)(c2ccccc2)c2ccccc2)P(c2ccccc2)(c2ccccc2)c2ccccc2)cc1. The product is COc1ncccc1-c1c(-c2ccccc2)c2cc(C(=O)NCCCN3CCOCC3)ccc2n1C(=O)OC(C)(C)C. Reaction SMILES: [Br:1][c:2]1[c:3](-[c:30]2[c:31]([O:36][CH3:37])[n:32][cH:33][cH:34][cH:35]2)[n:4]([C:23](=[O:24])[O:25][C:26]([CH3:27])([CH3:28])[CH3:29])[c:5]2[cH:6][cH:7][c:8]([C:11]([NH:12][CH2:13][CH2:14][CH2:15][N:16]3[CH2:17][CH2:18][O:19][CH2:20][CH2:21]3)=[O:22])[cH:9][c:10]12.[C:47](=[O:48])([O-:49])[O-:50].[Cs+:51].[Cs+:52].[O:53]1[CH2:54][CH2:55][O:56][CH2:57][CH2:58]1.[OH2:59].[OH:38][B:39]([OH:40])[c:41]1[cH:42][cH:43][cH:44][cH:45][cH:46]1.[cH:60]1[cH:61][cH:62][c:63]([P:64]([Pd:65]([P:66]([c:67]2[cH:68][cH:69][cH:70][cH:71][cH:72]2)([c:73]2[cH:74][cH:75][cH:76][cH:77][cH:78]2)[c:79]2[cH:80][cH:81][cH:82][cH:83][cH:84]2)([P:85]([c:86]2[cH:87][cH:88][cH:89][cH:90][cH:91]2)([c:92]2[cH:93][cH:94][cH:95][cH:96][cH:97]2)[c:98]2[cH:99][cH:100][cH:101][cH:102][cH:103]2)[P:104]([c:105]2[cH:106][cH:107][cH:108][cH:109][cH:110]2)([c:111]2[cH:112][cH:113][cH:114][cH:115][cH:116]2)[c:117]2[cH:118][cH:119][cH:120][cH:121][cH:122]2)([c:123]2[cH:124][cH:125][cH:126][cH:127][cH:128]2)[c:129]2[cH:130][cH:131][cH:132][cH:133][cH:134]2)[cH:135][cH:136]1>>[c:2]1(-[c:41]2[cH:42][cH:43][cH:44][cH:45][cH:46]2)[c:3](-[c:30]2[c:31]([O:36][CH3:37])[n:32][cH:33][cH:34][cH:35]2)[n:4]([C:23](=[O:24])[O:25][C:26]([CH3:27])([CH3:28])[CH3:29])[c:5]2[cH:6][cH:7][c:8]([C:11]([NH:12][CH2:13][CH2:14][CH2:15][N:16]3[CH2:17][CH2:18][O:19][CH2:20][CH2:21]3)=[O:22])[cH:9][c:10]12. Reactants: CC(C)(C)OC(=O)CBr, O=C([O-])[O-], CN(C)C=O, Fc1cccc(-c2ncc[nH]2)n1, [K+], [K+], O. Product: CC(C)(C)OC(=O)Cn1ccnc1-c1cccc(F)n1. As a reaction SMILES: [Br:13][CH2:14][C:15](=[O:16])[O:17][C:18]([CH3:19])([CH3:20])[CH3:21].[C:22](=[O:23])([O-:24])[O-:25].[CH3:28][N:29]([CH3:30])[CH:31]=[O:32].[F:1][c:2]1[n:3][c:4](-[c:8]2[nH:9][cH:10][cH:11][n:12]2)[cH:5][cH:6][cH:7]1.[K+:26].[K+:27].[OH2:33]>>[F:1][c:2]1[n:3][c:4](-[c:8]2[n:9]([CH2:14][C:15](=[O:16])[O:17][C:18]([CH3:19])([CH3:20])[CH3:21])[cH:10][cH:11][n:12]2)[cH:5][cH:6][cH:7]1. The reactants are OC1=C(C=CC(=C1)O)C(C)=O (1-(2,4-Dihydroxy-phenyl)-ethanone), BrCC(=O)OCC1=CC=CC=C1 (benzyl 2-bromoacetate). Yields the product C(C1=CC=CC=C1)OC(COC1=CC(=C(C=C1)C(C)=O)O)=O ((4-Acetyl-3-hydroxy-phenoxy)-acetic acid benzyl ester). RXN SMILES: [OH:1][C:2]1[CH:7]=[C:6]([OH:8])[CH:5]=[CH:4][C:3]=1[C:9](=[O:11])[CH3:10].Br[CH2:13][C:14]([O:16][CH2:17][C:18]1[CH:23]=[CH:22][CH:21]=[CH:20][CH:19]=1)=[O:15]>>[CH2:17]([O:16][C:14](=[O:15])[CH2:13][O:8][C:6]1[CH:5]=[CH:4][C:3]([C:9](=[O:11])[CH3:10])=[C:2]([OH:1])[CH:7]=1)[C:18]1[CH:23]=[CH:22][CH:21]=[CH:20][CH:19]=1. Procedure: 1-(2,4-Dihydroxy-phenyl)-ethanone was treated with 1 equivalent of benzyl 2-bromoacetate and processed as described in the synthesis of example 20a to obtain the title compound. The crude was purified using flash chromatography (silica gel, 3% CH3CN in chloroform) and crystallization was effected using ether-PE 60-80° C. Yield, 75%, white solid; mp, 66-67° C.; MS (EI): 300 (M+), 285, 165, 91 (100%); analysis: C17H16O5 requires C, 67.99; H, 5.37; found: C, 67.99; H, 5.53%.